This data is from the Open Reaction Database (ORD), a public repository of structured organic reaction records. The task is: describe an organic reaction: reactants, conditions, products, and yield As a reaction SMILES: [CH2:1]([C@@H:8]([C@@H:13]([OH:15])[CH3:14])C(NN)=O)[C:2]1[CH:7]=[CH:6][CH:5]=[CH:4][CH:3]=1.Cl.[N:17]([O-])=O.[Na+].CCCCCC.C([O:30][CH2:31]C)(=O)C>O>[CH2:1]([C@H:8]1[C@H:13]([CH3:14])[O:15][C:31](=[O:30])[NH:17]1)[C:2]1[CH:3]=[CH:4][CH:5]=[CH:6][CH:7]=1 |f:2.3,4.5|. The reactants are C(C1=CC=CC=C1)[C@H](C(=O)NN)[C@H](C)O ((2S,3S)-2-benzyl-3-hydroxybutanohydrazide), N(=O)[O-].[Na+] (sodium nitrite), Cl (HCl), CCCCCC.C(C)(=O)OCC (hexane ethyl acetate), crude product. Yields the product C(C1=CC=CC=C1)[C@@H]1NC(O[C@H]1C)=O ((4S,5S)-4-Benzyl-5-Methyl-2-Oxazolidinone). Yield: 52.0%. Solvent: O (water), O (water), O (water). Procedure details: 5.5 ml of water was added to 0.50 g (2.40 mmol) of (2S,3S)-2-benzyl-3-hydroxybutanohydrazide (optical purity: >99.9%e.e.; anti/syn>99/1), and the mixture was cooled to 0° C. A 0.30 g (2.88 mmol) of 35% HCl was added thereto dropwise. After the addition, then an aqueous solution of 0.20 g (2.88 mmol) of sodium nitrite dissolved in 1.0 ml of water was further added thereto dropwise slowly. After the reaction mixture was stirred for 1 hour at that temperature, the thus prepared reaction mixture was... Run at temperature 0 celsius, time 1 hour.